Dataset: the Open Reaction Database (ORD), a public repository of structured organic reaction records. Task: describe an organic reaction: reactants, conditions, products, and yield Reactants: Cl (hydrochloric acid), aqueous solution, CN (methylamine), FC(S(=O)(=O)NC1=CC=C(C=C1)S(=O)(=O)Cl)(F)F (4-(trifluoromethanesulfonamido)benzenesulfonyl chloride). The solvent is O (water). Conditions: time 8 hour. Product: CNS(=O)(=O)C1=CC=C(C=C1)NS(=O)(=O)C(F)(F)F (N-methyl-4-(trifluoromethanesulfonamido)benzenesulfonamide). Yield: 44.1%. Reaction SMILES: [CH3:1][NH2:2].[F:3][C:4]([F:20])([F:19])[S:5]([NH:8][C:9]1[CH:14]=[CH:13][C:12]([S:15](Cl)(=[O:17])=[O:16])=[CH:11][CH:10]=1)(=[O:7])=[O:6].Cl>O>[CH3:1][NH:2][S:15]([C:12]1[CH:13]=[CH:14][C:9]([NH:8][S:5]([C:4]([F:20])([F:19])[F:3])(=[O:7])=[O:6])=[CH:10][CH:11]=1)(=[O:17])=[O:16]. Procedure details: A mixture of a 40% aqueous solution of methylamine (0.7 g), 4-(trifluoromethanesulfonamido)benzenesulfonyl chloride (1.5 g) and water (20 ml) was allowed to stand overnight and made acidic with hydrochloric acid to pecipitate crystals, which were then recrystallized from a mixture of water and ethanol to give 0.65 g of N-methyl-4-(trifluoromethanesulfonamido)benzenesulfonamide (Compound No. 2). M.P., 156°-157° C. Starting materials: O1C(=NN=C1)C1=CC2=C(N=CN2)C=C1 (5-(1,3,4-oxadiazol-2-yl)benzimidazole), COC=1C=C(CN)C=CC1OC (3,4-Dimethoxybenzylamine). Product: COC=1C=C(CN2C(=NN=C2)C2=CC3=C(NC=N3)C=C2)C=CC1OC (5-(4-(3,4-Dimethoxybenzyl)-4H-1,2,4-triazol-3-yl)-1H-benzo[d]imidazole). RXN SMILES: O1[CH:5]=[N:4][N:3]=[C:2]1[C:6]1[CH:14]=[CH:13][C:9]2[N:10]=[CH:11][NH:12][C:8]=2[CH:7]=1.[CH3:15][O:16][C:17]1[CH:18]=[C:19]([CH:22]=[CH:23][C:24]=1[O:25][CH3:26])[CH2:20][NH2:21]>>[CH3:15][O:16][C:17]1[CH:18]=[C:19]([CH:22]=[CH:23][C:24]=1[O:25][CH3:26])[CH2:20][N:21]1[CH:5]=[N:4][N:3]=[C:2]1[C:6]1[CH:14]=[CH:13][C:9]2[NH:10][CH:11]=[N:12][C:8]=2[CH:7]=1. Procedure details: The compound was synthesized starting from 5-(1,3,4-oxadiazol-2-yl)benzimidazole (186 mg, 1 mmol) and 3,4-Dimethoxybenzylamine (0.5 ml) as described above; yield: 0.087 g (25.9%); MS m/z: 336.3 [M+H]+; 1H-NMR (DMSO d6, 400 MHz): δ 3.55 (s, 3H); 3.65 (s, 3H); 5.27 (s, 2H); 6.50 (dd, 1H, 4J=2.1 Hz, 3J=8.3 Hz); 6.64 (d, 1H, 4J=2.1 Hz); 6.81 (d, 1H, 3J=8.3 Hz), 7.62 (dd, 1H, 4J=1.2 Hz, 3J=8.7 Hz); 7.83 (d, 1H, 3J=8.7 Hz); 7.92 (br s, 1H); 8.76 (s, 1H); 8.98 (s, 1H); HPLC (METHOD [A]): rt 7.36 min (1... The reactants are CCOC(=O)CC1CCC(NC(=O)OC(C)(C)C)CN1Cc1ccccc1, CO, Cl. The product is CCOC(=O)CC1CCC(N)CN1Cc1ccccc1. Reaction SMILES: [CH2:1]([c:2]1[cH:3][cH:4][cH:5][cH:6][cH:7]1)[N:8]1[CH:9]([CH2:22][C:23](=[O:24])[O:25][CH2:26][CH3:27])[CH2:10][CH2:11][CH:12]([NH:14][C:15]([O:16][C:17]([CH3:18])([CH3:19])[CH3:20])=[O:21])[CH2:13]1.[CH3:29][OH:30].[ClH:28]>>[CH2:1]([c:2]1[cH:3][cH:4][cH:5][cH:6][cH:7]1)[N:8]1[CH:9]([CH2:22][C:23](=[O:24])[O:25][CH2:26][CH3:27])[CH2:10][CH2:11][CH:12]([NH2:14])[CH2:13]1. Starting materials: Cl (hydrochloric acid), OC(CNC(OCC)=O)C (ethyl 2-hydroxypropylcarbamate), ice water, CS(=O)(=O)Cl (methanesulphonyl chloride). Solvent: C(C)N(CC)CC (triethylamine). Conditions: time 1 hour. Yields the product CS(=O)(=O)OC(CNC(OCC)=O)C (ethyl 2-(methylsulphonyloxy)propylcarbamate). Reaction SMILES: [OH:1][CH:2]([CH3:10])[CH2:3][NH:4][C:5](=[O:9])[O:6][CH2:7][CH3:8].[CH3:11][S:12](Cl)(=[O:14])=[O:13].Cl>C(N(CC)CC)C>[CH3:11][S:12]([O:1][CH:2]([CH3:10])[CH2:3][NH:4][C:5](=[O:9])[O:6][CH2:7][CH3:8])(=[O:14])=[O:13]. Reported procedure: 29.4 g of ethyl 2-hydroxypropylcarbamate are dissolved in 27 g of triethylamine and 22.9 g of methanesulphonyl chloride are added dropwise thereto at 15°-20° C. over 1 hour while stirring. The thickening reaction mixture is stirred for 2.5 hours and then poured into ice-water. The mixture is acidified by means of 2 N hydrochloric acid and extracted three times with methylene chloride. The extracts are washed neutral with water and dried over sodium sulfate. After evaporating the solvent, there i... Starting materials: N1(N=CC2=CC=CC=C12)C[C@H](OC=1C=C(C=CC1S(NC1C(OC(C1)=O)OCC)(=O)=O)NC(C)=O)C (N-[3-((R)-2-Indazol-1-yl-1-methyl-ethoxy)-4-(2-ethoxy-5-oxo-tetrahydro-furan-3-ylsulfamoyl)-phenyl]-acetamide), Cl (HCl). The solvent is C(C)#N (acetonitrile), mixture. Product: Cl.C(C)(=O)NC1=CC(=C(C=C1)S(=O)(=O)NC(CC(=O)O)C=O)O[C@@H](CN1N=CC2=CC=CC=C12)C (3-[4-acetylamino-2-((R)-2-indazol-1-yl-1-methyl-ethoxy)-benzenesulfonylamino]-4-oxo-butyric acid hydrochloric acid salt). Yield: 65.5%. As a reaction SMILES: [N:1]1([CH2:10][C@@H:11]([CH3:36])[O:12][C:13]2[CH:14]=[C:15]([NH:32][C:33](=[O:35])[CH3:34])[CH:16]=[CH:17][C:18]=2[S:19](=[O:31])(=[O:30])[NH:20][CH:21]2[CH2:25][C:24](=[O:26])[O:23][CH:22]2[O:27]CC)[C:9]2[C:4](=[CH:5][CH:6]=[CH:7][CH:8]=2)[CH:3]=[N:2]1.[ClH:37]>C(#N)C>[ClH:37].[C:33]([NH:32][C:15]1[CH:16]=[CH:17][C:18]([S:19]([NH:20][CH:21]([CH:22]=[O:27])[CH2:25][C:24]([OH:26])=[O:23])(=[O:31])=[O:30])=[C:13]([O:12][C@H:11]([CH3:36])[CH2:10][N:1]2[C:9]3[C:4](=[CH:5][CH:6]=[CH:7][CH:8]=3)[CH:3]=[N:2]2)[CH:14]=1)(=[O:35])[CH3:34] |f:3.4|. Procedure: 0.103 g (0.199 mmol) N-[3-((R)-2-Indazol-1-yl-1-methyl-ethoxy)-4-(2-ethoxy-5-oxo-tetrahydro-furan-3-ylsulfamoyl)-phenyl]-acetamide was stirred in 10 mL of a mixture of 1:1 5% HCl (aq):acetonitrile at room temperature 18 hr. TLC analysis indicated complete reaction. The solvent was removed under a nitrogen flow for 5 hr. The yellow residue was triturated with a 2:1 mixture of acetone:ether. The precipitate was filtered and dried at 35° C. 18 hr to yield 0.059 g (0.113 mmol, 65.5%) of 3-[4-acetyla...